describe an organic reaction: reactants, conditions, products, and yield From a dataset of the Open Reaction Database (ORD), a public repository of structured organic reaction records. The reactants are CS(=O)(=O)Cl, CC1(C)CNc2cc([N+](=O)[O-])ccc21, ClCCl, Cl, O. The product is CC1(C)CN(S(C)(=O)=O)c2cc([N+](=O)[O-])ccc21. RXN SMILES: [CH3:16][S:17]([Cl:18])(=[O:19])=[O:20].[CH3:2][C:3]1([CH3:15])[CH2:4][NH:5][c:6]2[cH:7][c:8]([N+:12](=[O:13])[O-:14])[cH:9][cH:10][c:11]21.[Cl:22][CH2:23][Cl:24].[ClH:1].[OH2:21]>>[CH3:2][C:3]1([CH3:15])[CH2:4][N:5]([S:17]([CH3:16])(=[O:19])=[O:20])[c:6]2[cH:7][c:8]([N+:12](=[O:13])[O-:14])[cH:9][cH:10][c:11]21.